From a dataset of the Open Reaction Database (ORD), a public repository of structured organic reaction records. describe an organic reaction: reactants, conditions, products, and yield Starting materials: COC(C1=CC(=C(C=C1)Br)CN1CCC(CC1)C1=CNC2=CC=CC=C12)=O (4-bromo-3-[4-(1H-indol-3-yl)-piperidin-1-ylmethyl]-benzoic acid methyl ester), BrCC1OCCO1 (2-bromomethyl-[1,3]dioxolane). Product: BrC1=C(C=C(C(=O)O)C=C1)CN1CCC(CC1)C1=CN(C2=CC=CC=C12)CC1OCCO1 (4-bromo-3-[4-(1-[1,3]dioxolan-2-ylmethyl-1H-indol-3-yl)-piperidin-1-ylmethyl]-benzoic acid). Reaction SMILES: C[O:2][C:3](=[O:27])[C:4]1[CH:9]=[CH:8][C:7]([Br:10])=[C:6]([CH2:11][N:12]2[CH2:17][CH2:16][CH:15]([C:18]3[C:26]4[C:21](=[CH:22][CH:23]=[CH:24][CH:25]=4)[NH:20][CH:19]=3)[CH2:14][CH2:13]2)[CH:5]=1.Br[CH2:29][CH:30]1[O:34][CH2:33][CH2:32][O:31]1>>[Br:10][C:7]1[CH:8]=[CH:9][C:4]([C:3]([OH:2])=[O:27])=[CH:5][C:6]=1[CH2:11][N:12]1[CH2:13][CH2:14][CH:15]([C:18]2[C:26]3[C:21](=[CH:22][CH:23]=[CH:24][CH:25]=3)[N:20]([CH2:29][CH:30]3[O:34][CH2:33][CH2:32][O:31]3)[CH:19]=2)[CH2:16][CH2:17]1. Reported procedure: This compound was prepared following the procedure described in example 1 (part E) starting with 0.055 g (0.13 mmol) 4-bromo-3-[4-(1H-indol-3-yl)-piperidin-1-ylmethyl]-benzoic acid methyl ester and 0.034 mg (0.16 mmol) 2-bromomethyl-[1,3]dioxolane. After the described purification, 0.021 g (32% of yield) of the expected acid was obtained. The reactants are C(CCC)N(C(=O)C1=NN(C(=C1Cl)C)C1=C(C=C(C=C1)O)C(=O)N1CC2=CC=CC=C2C[C@H]1CO)CCCC (4-chloro-1-[4-hydroxy-2-((S)-3-hydroxymethyl-3,4-dihydro-1H-isoquinoline-2-carbonyl)-phenyl]-5-methyl-1H-pyrazole-3-carboxylic acid dibutylamide), C(CCC)N(C(=O)C1=NN(C(=C1Cl)C)C1=C(C=C(C=C1)O)C(=O)N1CC2=CC=CC=C2C[C@H]1CO)CCCC (4-chloro-1-[4-hydroxy-2-((S)-3-hydroxymethyl-3,4-dihydro-1H-isoquinoline-2-carbonyl)-phenyl]-5-methyl-1H-pyrazole-3-carboxylic acid dibutylamide), ICC(=O)OCC (ethyl 2-iodoacetate), C([O-])([O-])=O.[K+].[K+] (potassium carbonate). Run in C(C)#N (acetonitrile). Yields the product C(C)OC(COC1=CC(=C(C=C1)N1N=C(C(=C1C)Cl)C(N(CCCC)CCCC)=O)C(=O)N1CC2=CC=CC=C2C[C@H]1CO)=O ([4-(4-Chloro-3-dibutylcarbamoyl-5-methyl-pyrazol-1-yl)-3-((S)-3-hydroxymethyl-3,4-dihydro-1H-isoquinoline-2-carbonyl)-phenoxy]-acetic acid ethyl ester). Yield: 7.6%. Reaction SMILES: [CH2:1]([N:5]([CH2:36][CH2:37][CH2:38][CH3:39])[C:6]([C:8]1[C:12]([Cl:13])=[C:11]([CH3:14])[N:10]([C:15]2[CH:20]=[CH:19][C:18]([OH:21])=[CH:17][C:16]=2[C:22]([N:24]2[C@H:33]([CH2:34][OH:35])[CH2:32][C:31]3[C:26](=[CH:27][CH:28]=[CH:29][CH:30]=3)[CH2:25]2)=[O:23])[N:9]=1)=[O:7])[CH2:2][CH2:3][CH3:4].I[CH2:41][C:42]([O:44][CH2:45][CH3:46])=[O:43].C(=O)([O-])[O-].[K+].[K+]>C(#N)C>[CH2:45]([O:44][C:42](=[O:43])[CH2:41][O:21][C:18]1[CH:19]=[CH:20][C:15]([N:10]2[C:11]([CH3:14])=[C:12]([Cl:13])[C:8]([C:6](=[O:7])[N:5]([CH2:1][CH2:2][CH2:3][CH3:4])[CH2:36][CH2:37][CH2:38][CH3:39])=[N:9]2)=[C:16]([C:22]([N:24]2[C@H:33]([CH2:34][OH:35])[CH2:32][C:31]3[C:26](=[CH:27][CH:28]=[CH:29][CH:30]=3)[CH2:25]2)=[O:23])[CH:17]=1)[CH3:46] |f:2.3.4|. Procedure details: A mixture of 4-chloro-1-[4-hydroxy-2-((S)-3-hydroxymethyl-3,4-dihydro-1H-isoquinoline-2-carbonyl)-phenyl]-5-methyl-1H-pyrazole-3-carboxylic acid dibutylamide (intermediate D, 170 mg, 0.31 mmol), ethyl 2-iodoacetate (99 mg, 0.46 mmol), potassium carbonate (13 mg, 0.092 mmol), and triethylamime (0.085 mL, 0.62 mmol) was stirred in acetonitrile (3 mL) at ambient temperature for 12 hours. The solvent was removed in vacuo. The crude material was purified by eluting through a silica gel column with a ... The reactants are C(C1=CC=CC=C1)OC(N[C@@H]1CC[C@H](CC1)O)=O (trans-(4-hydroxy-cyclohexyl)-carbamic acid benzyl ester), [Si](C)(C)(C(C)(C)C)Cl (tert-butyldimethylsilyl chloride). Run in C1CCOC1 (THF). Reaction conditions: time 18 hour. Yields the product C(C1=CC=CC=C1)OC(N[C@@H]1CC[C@H](CC1)O[Si](C)(C)C(C)(C)C)=O (trans-[4-(tert-butyl-dimethyl-silanyloxy)-cyclohexyl]-carbamic acid benzyl ester). Isolated yield 98.8%. RXN SMILES: [CH2:1]([O:8][C:9](=[O:18])[NH:10][C@H:11]1[CH2:16][CH2:15][C@H:14]([OH:17])[CH2:13][CH2:12]1)[C:2]1[CH:7]=[CH:6][CH:5]=[CH:4][CH:3]=1.[Si:19](Cl)([C:22]([CH3:25])([CH3:24])[CH3:23])([CH3:21])[CH3:20]>C1COCC1>[CH2:1]([O:8][C:9](=[O:18])[NH:10][C@H:11]1[CH2:16][CH2:15][C@H:14]([O:17][Si:19]([C:22]([CH3:25])([CH3:24])[CH3:23])([CH3:21])[CH3:20])[CH2:13][CH2:12]1)[C:2]1[CH:3]=[CH:4][CH:5]=[CH:6][CH:7]=1. Procedure: Combine trans-(4-hydroxy-cyclohexyl)-carbamic acid benzyl ester (16.0 g, 0.064 mol), immidazol (13.9 g, 0.10 mol), and anhydrous THF (300 mL), add tert-butyldimethylsilyl chloride (14.5 g, 0.10 mol) and stir at room temperature for 18 hours. Wash the reaction mixture with water (250 mL), saturated aqueous NaHCO3 (250 mL) and dry the organic layer over anhydrous Na2SO4. Remove the solvent and purify the residue by chromatography over silica gel (eluting with 0 to 30% EtOAc in hexane) to obtain tr... Starting materials: [H-], Nc1ncc(Br)nc1N1CCOCC1, [Na+], OCc1ccccc1, c1ccccc1. Yields the product Nc1ncc(OCc2ccccc2)nc1N1CCOCC1. Reaction SMILES: [H-:1].[NH2:11][c:12]1[n:13][cH:14][c:15]([Br:24])[n:16][c:17]1[N:18]1[CH2:19][CH2:20][O:21][CH2:22][CH2:23]1.[Na+:2].[OH:3][CH2:4][c:5]1[cH:6][cH:7][cH:8][cH:9][cH:10]1.[cH:25]1[cH:26][cH:27][cH:28][cH:29][cH:30]1>>[O:3]([CH2:4][c:5]1[cH:6][cH:7][cH:8][cH:9][cH:10]1)[c:15]1[cH:14][n:13][c:12]([NH2:11])[c:17]([N:18]2[CH2:19][CH2:20][O:21][CH2:22][CH2:23]2)[n:16]1. The reactants are C(C)(C)(C)OC(=O)N[C@@H](CC1CCCCC1)[C@@H]1C[C@H](C(O1)=O)C1(CCCCC1)O ((3S, 5S)-5-[(1S)-1-(N-t-butoxycarbonylamino)-2-cyclohexylethyl]-3-(1-hydroxycyclohexyl)dihydrofuran-2(3H)-one), CN (methylamine). The solvent is CO (methanol). Run at time 8 hour. Yields the product C(C)(C)(C)OC(=O)N[C@H]([C@H](C[C@H](C(=O)NC)C1(CCCCC1)O)O)CC1CCCCC1 ((2S, 4S, 5S)-5-(t-Butoxycarbonylamino)-6-cyclohexyl-4-hydroxy-2-(1-hydroxycyclohexyl)-N-methylhexanamide). The yield is 97.0%. RXN SMILES: [C:1]([O:5][C:6]([NH:8][C@H:9]([C@H:17]1[O:21][C:20](=[O:22])[C@H:19]([C:23]2([OH:29])[CH2:28][CH2:27][CH2:26][CH2:25][CH2:24]2)[CH2:18]1)[CH2:10][CH:11]1[CH2:16][CH2:15][CH2:14][CH2:13][CH2:12]1)=[O:7])([CH3:4])([CH3:3])[CH3:2].[CH3:30][NH2:31]>CO>[C:1]([O:5][C:6]([NH:8][C@@H:9]([CH2:10][CH:11]1[CH2:16][CH2:15][CH2:14][CH2:13][CH2:12]1)[C@@H:17]([OH:21])[CH2:18][C@@H:19]([C:23]1([OH:29])[CH2:28][CH2:27][CH2:26][CH2:25][CH2:24]1)[C:20]([NH:31][CH3:30])=[O:22])=[O:7])([CH3:4])([CH3:3])[CH3:2]. Procedure: A solution of 274 mg (0.67 mmoles) of (3S, 5S)-5-[(1S)-1-(N-t-butoxycarbonylamino)-2-cyclohexylethyl]-3-(1-hydroxycyclohexyl)dihydrofuran-2(3H)-one (prepared as described in Preparation 22) in 10 ml of methanol was saturated with gaseous methylamine by passing the gas through the solution whilst ice-cooling, and then the flask containing the reaction mixture was stoppered tightly, and allowed to stand at room temperature overnight. The reaction mixture was then concentrated by evaporation under ...